From a dataset of the Open Reaction Database (ORD), a public repository of structured organic reaction records. describe an organic reaction: reactants, conditions, products, and yield Reactants: NCC=1C=C(C=CC1)N1C(C(C1C1=CC=C(C=C1)OC)CCC(O)C1=CC=C(C=C1)F)=O (1-(3-aminomethylphenyl)-3-[3-(4-fluorophenyl)-3-hydroxypropyl]-4-(4-methoxyphenyl)azetidin-2-one), C(C)(=O)OC(C(C(COC(C)=O)OC(C)=O)OC(C)=O)C(C(=O)Cl)OC(C)=O (2,3,4-triacetoxy-1-(acetoxychlorocarbonylmethyl)butyl acetate). Solvent: C(Cl)Cl (methylene chloride), C(C)N(CC)CC (triethylamine), C(C)(=O)OCC (ethyl acetate). Conditions: time 30 minute. Yields the product C(C)(=O)OC(C(C(C(COC(C)=O)OC(C)=O)OC(C)=O)OC(C)=O)C(NCC1=CC(=CC=C1)N1C(C(C1=O)CCC(O)C1=CC=C(C=C1)F)C1=CC=C(C=C1)OC)=O (2,3,4,5-Tetraacetoxy-1-{3-[3-[3-(4-fluorophenyl)-3-hydroxypropyl]-2-(4-methoxyphenyl)-4-oxoazetidin-1-yl]benzylcarbamoyl}pentyl acetate). As a reaction SMILES: [NH2:1][CH2:2][C:3]1[CH:4]=[C:5]([N:9]2[CH:12]([C:13]3[CH:18]=[CH:17][C:16]([O:19][CH3:20])=[CH:15][CH:14]=3)[CH:11]([CH2:21][CH2:22][CH:23]([C:25]3[CH:30]=[CH:29][C:28]([F:31])=[CH:27][CH:26]=3)[OH:24])[C:10]2=[O:32])[CH:6]=[CH:7][CH:8]=1.[C:33]([O:36][CH:37]([CH:53]([O:57][C:58](=[O:60])[CH3:59])[C:54](Cl)=[O:55])[CH:38]([O:49][C:50](=[O:52])[CH3:51])[CH:39]([O:45][C:46](=[O:48])[CH3:47])[CH2:40][O:41][C:42](=[O:44])[CH3:43])(=[O:35])[CH3:34]>C(Cl)Cl.C(N(CC)CC)C.C(OCC)(=O)C>[C:58]([O:57][CH:53]([C:54](=[O:55])[NH:1][CH2:2][C:3]1[CH:8]=[CH:7][CH:6]=[C:5]([N:9]2[C:10](=[O:32])[CH:11]([CH2:21][CH2:22][CH:23]([C:25]3[CH:26]=[CH:27][C:28]([F:31])=[CH:29][CH:30]=3)[OH:24])[CH:12]2[C:13]2[CH:14]=[CH:15][C:16]([O:19][CH3:20])=[CH:17][CH:18]=2)[CH:4]=1)[CH:37]([O:36][C:33](=[O:35])[CH3:34])[CH:38]([O:49][C:50](=[O:52])[CH3:51])[CH:39]([O:45][C:46](=[O:48])[CH3:47])[CH2:40][O:41][C:42](=[O:44])[CH3:43])(=[O:60])[CH3:59]. Procedure details: 112 mg (0.24 mmol) of 1-(3-aminomethylphenyl)-3-[3-(4-fluorophenyl)-3-hydroxypropyl]-4-(4-methoxyphenyl)azetidin-2-one are dissolved in 5 ml of methylene chloride and 0.5 ml of triethylamine. At 0° C., 0.5 g of 2,3,4-triacetoxy-1-(acetoxychlorocarbonylmethyl)butyl acetate are added, and the mixture is allowed to thaw to room temperature. After 30 minutes, the mixture is diluted with ethyl acetate and then filtered through silica gel. The solvent is distilled off and the residue is purified by fl...